The task is: describe an organic reaction: reactants, conditions, products, and yield. This data is from the Open Reaction Database (ORD), a public repository of structured organic reaction records. Reactants: C1(=CC=CC=C1)[Mg]Br (Phenylmagnesium bromide), FC1=C(C=O)C=C(C=C1)OC (2-Fluoro-5-methoxybenzaldehyde), O (Water). The solvent is O1CCCC1 (tetrahydrofuran). Reaction conditions: time 8 hour. Product: FC1=C(C=C(C=C1)OC)C(O)C1=CC=CC=C1 ((2-Fluoro-5-methoxyphenyl)(phenyl)methanol). RXN SMILES: [C:1]1([Mg]Br)[CH:6]=[CH:5][CH:4]=[CH:3][CH:2]=1.[F:9][C:10]1[CH:17]=[CH:16][C:15]([O:18][CH3:19])=[CH:14][C:11]=1[CH:12]=[O:13].O>O1CCCC1>[F:9][C:10]1[CH:17]=[CH:16][C:15]([O:18][CH3:19])=[CH:14][C:11]=1[CH:12]([C:1]1[CH:6]=[CH:5][CH:4]=[CH:3][CH:2]=1)[OH:13]. Procedure details: Phenylmagnesium bromide (1.6 mL, 1.0 M tetrahydrofuran solution, manufactured by Kanto Chemical Co., Inc.) was added to a solution of 2-Fluoro-5-methoxybenzaldehyde (500 mg, manufactured by Tokyo Chemical Industry Co., Ltd.) in tetrahydrofuran (16 mL, manufactured by Wako Pure Chemical Industries, Ltd.) at 0° C., and the mixture was stirred overnight at room temperature. Water (10 mL) was added to the reaction solution, and the mixture was extracted with ethyl acetate (3×20 mL), washed with brin... The reactants are CS(=O)(=O)CCN, ClCCl, CC(C)NC(=O)c1ccccc1Nc1nc(Nc2ccc(C=O)cc2)ncc1F. The product is CC(C)NC(=O)c1ccccc1Nc1nc(Nc2ccc(CNCCS(C)(=O)=O)cc2)ncc1F. Reaction SMILES: [CH3:30][S:31](=[O:32])(=[O:33])[CH2:34][CH2:35][NH2:36].[Cl:37][CH2:38][Cl:39].[F:1][c:2]1[c:3]([NH:17][c:18]2[c:19]([C:20](=[O:21])[NH:22][CH:23]([CH3:24])[CH3:25])[cH:26][cH:27][cH:28][cH:29]2)[n:4][c:5]([NH:8][c:9]2[cH:10][cH:11][c:12]([CH:15]=[O:16])[cH:13][cH:14]2)[n:6][cH:7]1>>[F:1][c:2]1[c:3]([NH:17][c:18]2[c:19]([C:20](=[O:21])[NH:22][CH:23]([CH3:24])[CH3:25])[cH:26][cH:27][cH:28][cH:29]2)[n:4][c:5]([NH:8][c:9]2[cH:10][cH:11][c:12]([CH2:15][NH:36][CH2:35][CH2:34][S:31]([CH3:30])(=[O:32])=[O:33])[cH:13][cH:14]2)[n:6][cH:7]1. The reactants are C[Si](C)(C)C#N (Trimethylsilyl cyanide), C(C1=CC=CC=C1)NCC(=O)O (benzyl glycine), C(C)=O (acetaldehyde), ClCCl (dichloromethane). Reaction conditions: time 15 hour. The product is Cl.C(C1=CC=CC=C1)N(CC(=O)O)C(C)C#N (Benzyl-N-(1-cyanoethyl)glycine hydrochloride), precipitate. Yield: 100.0%. RXN SMILES: C[Si]([C:5]#[N:6])(C)C.[CH2:7]([NH:14][CH2:15][C:16]([OH:18])=[O:17])[C:8]1[CH:13]=[CH:12][CH:11]=[CH:10][CH:9]=1.[CH:19](=O)[CH3:20].[Cl:22]CCl>>[ClH:22].[CH2:7]([N:14]([CH:19]([C:5]#[N:6])[CH3:20])[CH2:15][C:16]([OH:18])=[O:17])[C:8]1[CH:13]=[CH:12][CH:11]=[CH:10][CH:9]=1 |f:4.5|. Procedure: Trimethylsilyl cyanide (4.0 mL, 30 mmol) was added cautiously to a stirred solution of benzyl glycine free base (5.0 g, 30 mmol) and acetaldehyde (1.7 mL, 30 mmol) in dichloromethane (15 mL) under argon atmosphere. After 15 hours, the volatile components were removed in vacuo, and the residue was dissolved in ethyl acetate (200 mL), washed with brine (100 mL), dried (Na2SO4) and evaporated to an oil. The oil was redissolved in ether (30 mL) and ethanol (30 mL), and 1 M HCl in ether (33 mL) was a... Reactants: NC=1C=NN2C1C=CC=C2 (3-aminopyrazolo[1,5-a]pyridine), C(C)=O (acetaldehyde), [BH3-]C#N.[Na+] (NaCNBH3), C(C)#N (acetonitrile). Run at time 3 day. Yields the product C(C)N(C=1C=NN2C1C=CC=C2)CC (N,N-diethylpyrazolo[1,5-a]pyridin-3-amine). Isolated yield 58.0%. Reaction SMILES: [NH2:1][C:2]1[CH:3]=[N:4][N:5]2[CH:10]=[CH:9][CH:8]=[CH:7][C:6]=12.[CH:11](=O)[CH3:12].[BH3-]C#N.[Na+].[C:18](#N)[CH3:19]>>[CH2:18]([N:1]([CH2:11][CH3:12])[C:2]1[CH:3]=[N:4][N:5]2[CH:10]=[CH:9][CH:8]=[CH:7][C:6]=12)[CH3:19] |f:2.3|. Procedure: A solution of 3-aminopyrazolo[1,5-a]pyridine (0.74 g, 5.55 mmol) in acetonitrile (15.0 mL) was treated with acetaldehyde (6.2 mL, 4.89 g, 111 mmol) and NaCNBH3 (0.84 g, 13.3 mmol) and stirred at room temperature for 3 days. The reaction was concentrated in vacuo and the residue partitioned between ethyl acetate and saturated NaHCO3 solution. The layers were separated and the aqueous layer was extracted with ethyl acetate (2×). The organic layers were combined, washed with brine, dried over MgSO4... Starting materials: NC1=NNC(=N1)SCC1=CC=CC=C1 (3-amino-5-benzylthio-1,2,4-triazole), ClC(C(=O)OCC)C(=O)C (ethyl 2-chloroacetoacetate). The solvent is C(C)(=O)O (acetic acid). Yields the product C(C1=CC=CC=C1)SC1=NN2C(N=C(C(=C2O)Cl)C)=N1 (2-benzylthio-6-chloro-7-hydroxy-5-methyl-1,2,4-triazolo[1,5-a]pyrimidine). The yield is 60.0%. Reaction SMILES: [NH2:1][C:2]1[N:6]=[C:5]([S:7][CH2:8][C:9]2[CH:14]=[CH:13][CH:12]=[CH:11][CH:10]=2)[NH:4][N:3]=1.[Cl:15][CH:16]([C:22]([CH3:24])=O)[C:17](OCC)=[O:18]>C(O)(=O)C>[CH2:8]([S:7][C:5]1[N:6]=[C:2]2[N:1]=[C:22]([CH3:24])[C:16]([Cl:15])=[C:17]([OH:18])[N:3]2[N:4]=1)[C:9]1[CH:10]=[CH:11][CH:12]=[CH:13][CH:14]=1. Procedure: A solution of 16 g (77 mmol) of 3-amino-5-benzylthio-1,2,4-triazole and 10.6 g (77 mmol) of ethyl 2-chloroacetoacetate in 150 ml of glacial acetic acid was heated at 100° C. for 17 hours. Upon cooling to room temperature the solid which separated was collected by filtration. The filtrate was diluted with ice water to separate an additional quantity of solid. The solids were combined and dried to yield 14.0 g (60% of the desired product as a solid, m.p. 258°-260° C. IR and 1H NMR were in agreemen... Procedure: In a round bottom flask equipped with a stirrer, a condenser and a nitrogen bubbler, 4-Chloro-2-hydroxymethyl-3,5-Lutidine (1 eq.) was dissolved in Dimethylformamide (3-9 volumes) and Methanol (1.5-4.5 volumes). Sodium methoxide (4 eq.) was added and the temperature was raised to (95-100ℑ C.). At the end of the reaction the solvent was distilled under vacuum. Water (2 volumes) was added to the residue and the product was extracted with dichloromethane (2×4 volumes). The combined organic extracts... The reactants are ClC1=C(C(=NC=C1C)CO)C (4-Chloro-2-hydroxymethyl-3,5-Lutidine), C[O-].[Na+] (Sodium methoxide). Solvent: CO (Methanol), CN(C=O)C (Dimethylformamide). RXN SMILES: Cl[C:2]1[C:7]([CH3:8])=[CH:6][N:5]=[C:4]([CH2:9][OH:10])[C:3]=1[CH3:11].[CH3:12][O-:13].[Na+]>CN(C)C=O.CO>[OH:10][CH2:9][C:4]1[C:3]([CH3:11])=[C:2]([O:13][CH3:12])[C:7]([CH3:8])=[CH:6][N:5]=1 |f:1.2|. Yield: 55.0%. Yields the product crude product, OCC1=NC=C(C(=C1C)OC)C (2-hydroxymethyl-4-Methoxy-3,5-lutidine).